From a dataset of the Open Reaction Database (ORD), a public repository of structured organic reaction records. describe an organic reaction: reactants, conditions, products, and yield Reactants: C(C)(C)(C)OC(=O)N1C(OCC1(CC1=CC=CC=C1)CC=O)(C)C (4-benzyl-2,2-dimethyl-(2-oxo-ethyl)-oxazolidine-3-carboxylic acid tert-butyl ester), C(C)OP(OCC)(=O)CC(=O)N1C(OCC1CC1=CC=CC=C1)=O ([2-(4-benzyl-2-oxo-oxazolidin-3-yl)-2-oxo-ethyl]-phosphonic acid diethyl ester), N12CCCCCC2=NCCC1 (1.8-diazabicyclo (5.4.0) undec-7-ene), [Cl-].[Li+] (lithium chloride). The solvent is C(C)#N (acetonitrile), C(C)OCC (diethyl ether), C(C)#N (acetonitrile). Run at time 5 minute. Yields the product C(C)(C)(C)OC(=O)N1C(OC(C1CC1=CC=CC=C1)CC=CC(=O)N1C(OCC1CC1=CC=CC=C1)=O)(C)C (4-benzyl-5-[4-(4-benzyl-2-oxo-oxazolidin-3-yl)-4-oxo-but-2-enyl]-2,2-dimethyl-oxazolidine-3-carboxylic acid tert-butyl ester). Yield: 69.0%. Reaction SMILES: C(OP([CH2:9][C:10]([N:12]1[CH:16]([CH2:17][C:18]2[CH:23]=[CH:22][CH:21]=[CH:20][CH:19]=2)[CH2:15][O:14][C:13]1=[O:24])=[O:11])(=O)OCC)C.[Cl-].[Li+].N12CCCN=C1CCC[CH2:29][CH2:28]2.[C:38]([O:42][C:43]([N:45]1[C:49](CC=O)([CH2:50][C:51]2[CH:56]=[CH:55][CH:54]=[CH:53][CH:52]=2)[CH2:48][O:47][C:46]1([CH3:61])[CH3:60])=[O:44])([CH3:41])([CH3:40])[CH3:39]>C(#N)C.C(OCC)C>[C:38]([O:42][C:43]([N:45]1[CH:49]([CH2:50][C:51]2[CH:52]=[CH:53][CH:54]=[CH:55][CH:56]=2)[CH:48]([CH2:28][CH:29]=[CH:9][C:10]([N:12]2[CH:16]([CH2:17][C:18]3[CH:19]=[CH:20][CH:21]=[CH:22][CH:23]=3)[CH2:15][O:14][C:13]2=[O:24])=[O:11])[O:47][C:46]1([CH3:61])[CH3:60])=[O:44])([CH3:39])([CH3:40])[CH3:41] |f:1.2|. Procedure details: A solution of [2-(4-benzyl-2-oxo-oxazolidin-3-yl)-2-oxo-ethyl]-phosphonic acid diethyl ester (36.72 g) in dry acetonitrile (550 ml) was stirred at room temperature under nitrogen and treated with lithium chloride (4.39 g) followed by the dropwise addition of 1.8-diazabicyclo (5.4.0) undec-7-ene (g, mmol). After 5 minutes, the crude 4-benzyl-2,2-dimethyl-(2-oxo-ethyl)-oxazolidine-3-carboxylic acid tert-butyl ester dissolved in dry acetonitrile (350 ml) was added via a cannula, and the resulting m...